This data is from the Open Reaction Database (ORD), a public repository of structured organic reaction records. The task is: describe an organic reaction: reactants, conditions, products, and yield Starting materials: Cc1cc2cnn(CCO[Si](C)(C)C(C)(C)C)c2cc1[N+](=O)[O-], CCO, [Cl-], [Fe], [NH4+], O. The product is Cc1cc2cnn(CCO[Si](C)(C)C(C)(C)C)c2cc1N. As a reaction SMILES: [C:1]([CH3:2])([CH3:3])([CH3:4])[Si:5]([O:6][CH2:7][CH2:8][n:9]1[n:10][cH:11][c:12]2[cH:13][c:14]([CH3:21])[c:15]([N+:18]([O-:19])=[O:20])[cH:16][c:17]12)([CH3:22])[CH3:23].[CH3:26][CH2:27][OH:28].[Cl-:24].[Fe:30].[NH4+:25].[OH2:29]>>[C:1]([CH3:2])([CH3:3])([CH3:4])[Si:5]([O:6][CH2:7][CH2:8][n:9]1[n:10][cH:11][c:12]2[cH:13][c:14]([CH3:21])[c:15]([NH2:18])[cH:16][c:17]12)([CH3:22])[CH3:23]. Starting materials: Cc1ccc2c(N3CCN(CCc4cccc(N)c4)CC3)cccc2n1, CS(=O)(=O)OCCc1cccc(I)c1, CN(C)C=O, CCN(C(C)C)C(C)C. The product is Cc1ccc2c(N3CCN(CCc4cccc(I)c4)CC3)cccc2n1. RXN SMILES: [CH3:10][c:11]1[n:12][c:13]2[cH:14][cH:15][cH:16][c:17]([N:21]3[CH2:22][CH2:23][N:24]([CH2:27][CH2:28][c:29]4[cH:30][c:31]([NH2:32])[cH:33][cH:34][cH:35]4)[CH2:25][CH2:26]3)[c:18]2[cH:19][cH:20]1.[CH3:36][S:37]([O:38][CH2:39][CH2:40][c:41]1[cH:42][cH:43][cH:44][c:45]([I:49])[cH:46]1)(=[O:47])=[O:48].[CH3:50][N:51]([CH3:52])[CH:53]=[O:54].[CH:1]([N:2]([CH2:3][CH3:4])[CH:5]([CH3:6])[CH3:7])([CH3:8])[CH3:9]>>[CH3:10][c:11]1[n:12][c:13]2[cH:14][cH:15][cH:16][c:17]([N:21]3[CH2:22][CH2:23][N:24]([CH2:27][CH2:28][c:29]4[cH:30][c:31]([I:49])[cH:33][cH:34][cH:35]4)[CH2:25][CH2:26]3)[c:18]2[cH:19][cH:20]1. Starting materials: CCOC(=O)C(F)(F)Br, C[Si](C)(C)Cl, C1CCOC1, [Zn], c1ccc2c(c1)nnn2CNC1CCCC1. Yields the product CCOC(=O)C(F)(F)CNC1CCCC1. RXN SMILES: [Br:6][C:7]([C:8](=[O:9])[O:10][CH2:11][CH3:12])([F:13])[F:14].[Cl:1][Si:2]([CH3:3])([CH3:4])[CH3:5].[O:31]1[CH2:32][CH2:33][CH2:34][CH2:35]1.[Zn:36].[n:15]1([CH2:24][NH:25][CH:26]2[CH2:27][CH2:28][CH2:29][CH2:30]2)[c:16]2[cH:17][cH:18][cH:19][cH:20][c:21]2[n:22][n:23]1>>[C:7]([C:8](=[O:9])[O:10][CH2:11][CH3:12])([F:13])([F:14])[CH2:24][NH:25][CH:26]1[CH2:27][CH2:28][CH2:29][CH2:30]1. Starting materials: O1CCN(CC1)CC(CN1CCOCC1)[N+](=O)[O-] (1,3-dimorpholino-2-nitropropane), Cl.Cl.C(C)NNCC (1,2-diethyl hydrazine dihydrochloride). Run in CO (methanol), C1(=CC=CC=C1)C (toluene). Yields the product [N+](=O)([O-])C1CN(N(C1)CC)CC (4-Nitro-1,2-diethyl-pyrazolidine). Reaction SMILES: Cl.Cl.C(NNCC)C.O1CC[N:12]([CH2:15][CH:16]([N+:24]([O-:26])=[O:25])[CH2:17][N:18]2CCO[CH2:20][CH2:19]2)[CH2:11][CH2:10]1>CO.C1(C)C=CC=CC=1>[N+:24]([CH:16]1[CH2:15][N:12]([CH2:11][CH3:10])[N:18]([CH2:19][CH3:20])[CH2:17]1)([O-:26])=[O:25] |f:0.1.2|. Procedure: A stirred solution of 4.03 g. (0.025 moles) of 1,2-diethyl hydrazine dihydrochloride and 6.72 g. (0.026 moles) of 1,3-dimorpholino-2-nitropropane in a mixture of 28 ml of methanol and 16 ml of toluene was heated at reflux for 3 hours. The solvents were evaporated under reduced pressure and the residue was re-suspended in toluene. The solid (mostly morpholine hydrochloride) was removed by filtration, leaving a solution of the title compound in toluene. Evaporation of the toluene gave an oil weigh... Reactants: CI (methyl iodide), [H-].[Na+] (NaH), N1=CC(=CC=C1)NC1=CC(=NC=C1)C#N (4-(pyridin-3-ylamino)picolinonitrile). The solvent is CCOC(=O)C (EtOAc), C1CCOC1 (THF), C1CCOC1 (THF). Run at temperature 0 celsius, time 8 hour. The product is CN(C1=CC(=NC=C1)C#N)C=1C=NC=CC1 (4-(methyl(pyridin-3-yl)amino)picolinonitrile). Yield: 32.1%. As a reaction SMILES: [H-].[Na+].[N:3]1[CH:8]=[CH:7][CH:6]=[C:5]([NH:9][C:10]2[CH:15]=[CH:14][N:13]=[C:12]([C:16]#[N:17])[CH:11]=2)[CH:4]=1.[CH3:18]I>C1COCC1.CCOC(C)=O>[CH3:18][N:9]([C:5]1[CH:4]=[N:3][CH:8]=[CH:7][CH:6]=1)[C:10]1[CH:15]=[CH:14][N:13]=[C:12]([C:16]#[N:17])[CH:11]=1 |f:0.1|. Reported procedure: NaH (185 mg, 7.71 mmol, 1.10 eq) was added to a flame-dried round-bottom flask and anhydrous THF (17.5 mL) was added. The slurry was cooled to 0° C. and compound 10 (1.374 g, 7.003 mmol, 1.000 eq) was added as a solution in THF (17.5 mL). After stirring at 0° C. for 30 minutes methyl iodide (481 μL, 7.71 mmol, 1.10 eq) was added and the reaction was allowed to warm to room temperature while stirring overnight. The reaction was diluted with EtOAc and washed with water (1×). The aqueous layer was ... The reactants are FC1=CC=C(C(CCl)=O)C=C1 (4-fluorophenacyl chloride), CNC(NN)=S (4-methyl-thiosemicarbazide). Product: Cl.FC1=CC=C(C=C1)C1=NN=C(SC1)NC (5-(4-Fluorophenyl)-N-methyl-6H-1,3,4-thiadiazin-2-amine hydrochloride). RXN SMILES: [F:1][C:2]1[CH:11]=[CH:10][C:5]([C:6](=O)[CH2:7][Cl:8])=[CH:4][CH:3]=1.[CH3:12][NH:13][C:14](=[S:17])[NH:15][NH2:16]>>[ClH:8].[F:1][C:2]1[CH:11]=[CH:10][C:5]([C:6]2[CH2:7][S:17][C:14]([NH:13][CH3:12])=[N:15][N:16]=2)=[CH:4][CH:3]=1 |f:2.3|. Procedure details: 8.63 g of 4-fluorophenacyl chloride and 4.66 g of 4-methyl-thiosemicarbazide are reacted by using the conditions of Example 1. The resultant product is recrystallized from methanol/ethyl acetate yielding 5.6 g of 5-(4-fluorophenyl)-N-methyl-6H-1,3,4-thiadiazin-2-amine hydrochloride. M.p. 139°-141° C. The product compound is dried under high vacuum at 65° C.